This data is from the Open Reaction Database (ORD), a public repository of structured organic reaction records. The task is: describe an organic reaction: reactants, conditions, products, and yield Starting materials: O=C1NC(=O)c2ccccc21, ClCCCCCCCCOc1cccc2ccccc12, [K], CN(C)C=O, O. Yields the product O=C1c2ccccc2C(=O)N1CCCCCCCCOc1cccc2ccccc12. Reaction SMILES: [C:21]1(=[O:31])[c:22]2[c:23]([cH:27][cH:28][cH:29][cH:30]2)[C:24](=[O:26])[NH:25]1.[Cl:1][CH2:2][CH2:3][CH2:4][CH2:5][CH2:6][CH2:7][CH2:8][CH2:9][O:10][c:11]1[cH:12][cH:13][cH:14][c:15]2[cH:16][cH:17][cH:18][cH:19][c:20]12.[K:32].[O:34]=[CH:35][N:36]([CH3:37])[CH3:38].[OH2:33]>>[CH2:2]([CH2:3][CH2:4][CH2:5][CH2:6][CH2:7][CH2:8][CH2:9][O:10][c:11]1[cH:12][cH:13][cH:14][c:15]2[cH:16][cH:17][cH:18][cH:19][c:20]12)[N:25]1[C:21](=[O:31])[c:22]2[c:23]([cH:27][cH:28][cH:29][cH:30]2)[C:24]1=[O:26]. The reactants are Cc1ccccc1, O=C(Cl)OC(Cl)(Cl)Cl, CC1(C)C=Cc2c(Cl)cc(F)c(N)c2O1. Yields the product CC1(C)C=Cc2c(Cl)cc(F)c(N=C=O)c2O1. As a reaction SMILES: [CH3:24][c:25]1[cH:26][cH:27][cH:28][cH:29][cH:30]1.[Cl:16][C:17](=[O:18])[O:19][C:20]([Cl:21])([Cl:22])[Cl:23].[NH2:1][c:2]1[c:3]([F:15])[cH:4][c:5]([Cl:14])[c:6]2[c:11]1[O:10][C:9]([CH3:12])([CH3:13])[CH:8]=[CH:7]2>>[N:1]([c:2]1[c:3]([F:15])[cH:4][c:5]([Cl:14])[c:6]2[c:11]1[O:10][C:9]([CH3:12])([CH3:13])[CH:8]=[CH:7]2)=[C:17]=[O:18]. Starting materials: [NH2-].[Li+] (lithium amide), C(C)C1(NC(CC(C1C)O)(C)CC)C (2,6-diethyl-2,3,6-trimethyl-4-piperidinol), C(C)C1(NC(CC(C1C)O)(C)CC)C (2,6-diethyl-2,3,6-trimethyl-4-piperidinol), C(C)(C)(C)C1=CC=C(C(=O)OC)C=C1 (methyl p-t-butylbenzoate). Solvent: CCCCCCC (heptane). The product is C(C)(C)(C)C1=CC=C(C(=O)OC2C(C(NC(C2)(C)CC)(C)CC)C)C=C1 (2,6-diethyl-2,3,6-trimethyl-4-piperidyl p-t-butylbenzoate). Isolated yield 104.2%. Reaction SMILES: [CH2:1]([C:3]1([CH3:14])[CH:8]([CH3:9])[CH:7]([OH:10])[CH2:6][C:5]([CH2:12][CH3:13])([CH3:11])[NH:4]1)[CH3:2].[C:15]([C:19]1[CH:28]=[CH:27][C:22]([C:23](OC)=[O:24])=[CH:21][CH:20]=1)([CH3:18])([CH3:17])[CH3:16].[NH2-].[Li+]>CCCCCCC>[C:15]([C:19]1[CH:20]=[CH:21][C:22]([C:23]([O:10][CH:7]2[CH2:6][C:5]([CH2:12][CH3:13])([CH3:11])[NH:4][C:3]([CH2:1][CH3:2])([CH3:14])[CH:8]2[CH3:9])=[O:24])=[CH:27][CH:28]=1)([CH3:18])([CH3:16])[CH3:17] |f:2.3|. Procedure: 15.0 g of 2,6-diethyl-2,3,6-trimethyl-4-piperidinol (Compound 1) and 16.0 g of methyl p-t-butylbenzoate were dissolved in 500 ml of heptane. 1.5 g of lithium amide were then added to the solution and the mixture was refluxed by heating in a flask equipped with a Dean-Stark separator. 1.5 g of methanol were first removed and this was followed by 200 ml of heptane, which distilled off over a period of 3 hours. After cooling the reaction mixture, it was washed with water and dried over magnesium su... Starting materials: C(CC)C1=CC=C(C=C1)CO ((4-Propylphenyl)methanol), C1(=CC=CC=C1)P(C1=CC=CC=C1)C1=CC=CC=C1 (triphenylphosphine), C(Cl)(Cl)(Cl)Cl (carbon tetrachloride). Product: ClCC1=CC=C(C=C1)CCC (1-(chloromethyl)-4-propylbenzene). RXN SMILES: [CH2:1]([C:4]1[CH:9]=[CH:8][C:7]([CH2:10]O)=[CH:6][CH:5]=1)[CH2:2][CH3:3].C1(P(C2C=CC=CC=2)C2C=CC=CC=2)C=CC=CC=1.C(Cl)(Cl)(Cl)[Cl:32]>>[Cl:32][CH2:10][C:7]1[CH:8]=[CH:9][C:4]([CH2:1][CH2:2][CH3:3])=[CH:5][CH:6]=1. Procedure: (4-Propylphenyl)methanol (4.93 g) synthesized in Reference Example 36 was dissolved in carbon tetrachloride (65 mL), triphenylphosphine (9.5 g) was added thereto, and the mixture was heated under reflux for 4 hr. The reaction mixture was concentrated under reduced pressure, and the residue was dissolved in hexane. The insoluble material was filtered off, and the filtrate was evaporated under reduced pressure. The residue was purified by silica gel chromatography (elution solvent; hexane) to give... Reactants: Cl.FC(C=1C=C(C=CC1)N1CCNCC1)(F)F (N-(3-trifluoromethyl-phenyl)-piperazine hydrochloride), C(C#C)Cl (propargyl chloride), C([O-])([O-])=O.[Na+].[Na+] (sodium carbonate), C(C#C)Cl (propargyl chloride), C([O-])([O-])=O.[Na+].[Na+] (sodium carbonate). Run in C(C)#N (acetonitrile). Run at time 15 hour. Product: Cl.FC(C=1C=C(C=CC1)N1CCN(CC1)CC#C)(F)F (N-(3-Trifluoromethyl-phenyl)-N'-propargyl-piperazine hydrochloride). As a reaction SMILES: Cl.[F:2][C:3]([F:17])([F:16])[C:4]1[CH:5]=[C:6]([N:10]2[CH2:15][CH2:14][NH:13][CH2:12][CH2:11]2)[CH:7]=[CH:8][CH:9]=1.[CH2:18]([Cl:21])[C:19]#[CH:20].C(=O)([O-])[O-].[Na+].[Na+]>C(#N)C>[ClH:21].[F:17][C:3]([F:2])([F:16])[C:4]1[CH:5]=[C:6]([N:10]2[CH2:15][CH2:14][N:13]([CH2:20][C:19]#[CH:18])[CH2:12][CH2:11]2)[CH:7]=[CH:8][CH:9]=1 |f:0.1,3.4.5,7.8|. Procedure details: 3.2 g (0.012 mol) of N-(3-trifluoromethyl-phenyl)-piperazine hydrochloride, 0.9 g (0.012 mol) of propargyl chloride and 2.5 g (0.024 mol) of sodium carbonate were heated at 60° C. in 50 ml of absolute acetonitrile while stirring. Over a period of 15 hours, an additional 0.34 g (0.0046 mol) of propargyl chloride and 0.5 g (0.0046 mol) of sodium carbonate were added. The inorganic salts were removed by suction filtration, and the filtrate was evaporated under reduced pressure. The evaporation resi...